From a dataset of the Open Reaction Database (ORD), a public repository of structured organic reaction records. describe an organic reaction: reactants, conditions, products, and yield The reactants are CC1(OCCO1)CCCCN1N=CC(=C1)N (1-[4-(2-methyl-[1,3]dioxolan-2-yl)-butyl]-1H-pyrazol-4-ylamine), CC=1SC(=C(N1)C(=O)O)C1=CC=CC=C1 (2-methyl-5-phenyl-thiazole-4-carboxylic acid). Yields the product O=C(CCCCN1N=CC(=C1)NC(=O)C=1N=C(SC1C1=CC=CC=C1)C)C (2-Methyl-5-phenyl-thiazole-4-carboxylic acid [1-(5-oxo-hexyl)-1H-pyrazol-4-yl]-amide). RXN SMILES: [CH3:1][C:2]1([CH2:7][CH2:8][CH2:9][CH2:10][N:11]2[CH:15]=[C:14]([NH2:16])[CH:13]=[N:12]2)[O:6]CCO1.[CH3:17][C:18]1[S:19][C:20]([C:26]2[CH:31]=[CH:30][CH:29]=[CH:28][CH:27]=2)=[C:21]([C:23](O)=[O:24])[N:22]=1>>[O:6]=[C:2]([CH3:1])[CH2:7][CH2:8][CH2:9][CH2:10][N:11]1[CH:15]=[C:14]([NH:16][C:23]([C:21]2[N:22]=[C:18]([CH3:17])[S:19][C:20]=2[C:26]2[CH:27]=[CH:28][CH:29]=[CH:30][CH:31]=2)=[O:24])[CH:13]=[N:12]1. Procedure: Following general procedure B followed by either C or D, starting from 1-[4-(2-methyl-[1,3]dioxolan-2-yl)-butyl]-1H-pyrazol-4-ylamine and 2-methyl-5-phenyl-thiazole-4-carboxylic acid. LC-MS-conditions 01: tR=0.94 min; [M+H]+=383.10.